From a dataset of the Open Reaction Database (ORD), a public repository of structured organic reaction records. describe an organic reaction: reactants, conditions, products, and yield Reactants: N1(CCNCC1)C(=O)C=1C=C2CCC(NC2=CC1)=O (6-(1-piperazinylcarbonyl)-3,4-dihydrocarbostyril), C([O-])([O-])=O.[K+].[K+] (potassium carbonate), ClC1=CC=C(C(=O)CCCl)C=C1 (2-(4-chlorobenzoyl)ethyl chloride), [I-].[Na+] (sodium iodide). Solvent: CN(C=O)C (dimethylformamide), CN(C=O)C (dimethylformamide). Conditions: temperature 50 celsius. Product: ClC1=CC=C(C(=O)CCN2CCN(CC2)C(=O)C=2C=C3CCC(NC3=CC2)=O)C=C1 (6-{4-[2-(4-chlorobenzoyl)ethyl]-1-piperazinylcarbonyl}-3,4-dihydrocarbostyril). RXN SMILES: [Cl:1][C:2]1[CH:12]=[CH:11][C:5]([C:6]([CH2:8][CH2:9]Cl)=[O:7])=[CH:4][CH:3]=1.[I-].[Na+].[N:15]1([C:21]([C:23]2[CH:24]=[C:25]3[C:30](=[CH:31][CH:32]=2)[NH:29][C:28](=[O:33])[CH2:27][CH2:26]3)=[O:22])[CH2:20][CH2:19][NH:18][CH2:17][CH2:16]1.C(=O)([O-])[O-].[K+].[K+]>CN(C)C=O>[Cl:1][C:2]1[CH:12]=[CH:11][C:5]([C:6]([CH2:8][CH2:9][N:18]2[CH2:19][CH2:20][N:15]([C:21]([C:23]3[CH:24]=[C:25]4[C:30](=[CH:31][CH:32]=3)[NH:29][C:28](=[O:33])[CH2:27][CH2:26]4)=[O:22])[CH2:16][CH2:17]2)=[O:7])=[CH:4][CH:3]=1 |f:1.2,4.5.6|. Reported procedure: 4.12 Grams of 2-(4-chlorobenzoyl)ethyl chloride and 6.08 g of sodium iodide were dispersed in 50 ml of dimethylformamide, and heated at 50° C. for 1.5 hours. Then, to this dispersion was added 50 ml of dimethylformamide solution containing 3 g of 6-(1-piperazinylcarbonyl)-3,4-dihydrocarbostyril, and further 9.8 g of potassium carbonate was added thereto and reacted by heating at 70° C. for 3 to 4 hours. After the reaction was completed, the insoluble matters were removed by filtration, and the s... Reaction SMILES: [NH:1]1[C:5]2[CH:6]=[CH:7][CH:8]=[CH:9][C:4]=2[N:3]=[C:2]1[N:10]1[CH:15]=[C:14]([C:16]2[C:20]3=[N:21][CH:22]=[CH:23][CH:24]=[C:19]3[N:18]([CH2:25][CH3:26])[N:17]=2)[CH:13]=[CH:12][C:11]1=[O:27].CI.[C:30]([O-])([O-])=O.[Cs+].[Cs+].O>CN(C=O)C>[CH2:25]([N:18]1[C:19]2[C:20](=[N:21][CH:22]=[CH:23][CH:24]=2)[C:16]([C:14]2[CH:13]=[CH:12][C:11](=[O:27])[N:10]([C:2]3[N:1]([CH3:30])[C:5]4[CH:6]=[CH:7][CH:8]=[CH:9][C:4]=4[N:3]=3)[CH:15]=2)=[N:17]1)[CH3:26] |f:2.3.4|. Product: C(C)N1N=C(C2=NC=CC=C21)C=2C=CC(N(C2)C2=NC1=C(N2C)C=CC=C1)=O (5-(1-Ethyl-1H-pyrazolo[4,3-b]pyridin-3-yl)-1-(1-methyl-1H-benzimidazol-2-yl)pyridin-2(1H)-one). Run in CN(C)C=O (DMF). Yield: 57.7%. Procedure: A mixture of 1-(1H-benzimidazol-2-yl)-5-(1-ethyl-1H-pyrazolo[4,3-b]pyridin-3-yl)pyridin-2(1H)-one (20 mg), MeI (11.95 mg) and Cs2CO3 (36.6 mg) in DMF (1 mL) was stirred at room temperature for 12 h, treated with water, and extracted with AcOEt. The organic layer was dried over MgSO4 and concentrated under reduced pressure. The residue was purified by silica gel column chromatography (AcOEt/hexane) and crystallized from hexane/AcOEt to give the title compound (12 mg). Reaction conditions: time 12 hour. Reactants: O (water), N1C(=NC2=C1C=CC=C2)N2C(C=CC(=C2)C2=NN(C=1C2=NC=CC1)CC)=O (1-(1H-benzimidazol-2-yl)-5-(1-ethyl-1H-pyrazolo[4,3-b]pyridin-3-yl)pyridin-2(1H)-one), CI (MeI), C(=O)([O-])[O-].[Cs+].[Cs+] (Cs2CO3). Starting materials: C1CN2CCN1CC2, CC(c1ccc(O)cc1Cl)C(O)(c1ccc2c(c1)N(C)C(=O)CO2)C(F)(F)F, COC(=O)c1cnc(Cl)nc1. Product: COC(=O)c1cnc(Oc2ccc(C(C)C(O)(c3ccc4c(c3)N(C)C(=O)CO4)C(F)(F)F)c(Cl)c2)nc1. As a reaction SMILES: [CH2:40]1[N:41]2[CH2:42][CH2:43][N:44]([CH2:45][CH2:46]2)[CH2:47]1.[Cl:1][c:2]1[c:3]([CH:9]([C:10]([C:11]([F:12])([F:13])[F:14])([OH:15])[c:16]2[cH:17][cH:18][c:19]3[c:20]([cH:27]2)[N:21]([CH3:26])[C:22](=[O:25])[CH2:23][O:24]3)[CH3:28])[cH:4][cH:5][c:6]([OH:8])[cH:7]1.[Cl:29][c:30]1[n:31][cH:32][c:33]([C:36](=[O:37])[O:38][CH3:39])[cH:34][n:35]1>>[Cl:1][c:2]1[c:3]([CH:9]([C:10]([C:11]([F:12])([F:13])[F:14])([OH:15])[c:16]2[cH:17][cH:18][c:19]3[c:20]([cH:27]2)[N:21]([CH3:26])[C:22](=[O:25])[CH2:23][O:24]3)[CH3:28])[cH:4][cH:5][c:6]([O:8][c:30]2[n:31][cH:32][c:33]([C:36](=[O:37])[O:38][CH3:39])[cH:34][n:35]2)[cH:7]1. Reactants: O=C([O-])[O-], CCI, CC(C)=O, [K+], [K+], COC(=O)C1CCCC1=O. RXN SMILES: [C:11](=[O:12])([O-:13])[O-:14].[CH2:17]([CH3:18])[I:19].[CH3:20][C:21](=[O:22])[CH3:23].[K+:15].[K+:16].[O:1]=[C:2]1[CH:3]([C:7](=[O:8])[O:9][CH3:10])[CH2:4][CH2:5][CH2:6]1>>[O:1]=[C:2]1[C:3]([C:7](=[O:8])[O:9][CH3:10])([CH2:17][CH3:18])[CH2:4][CH2:5][CH2:6]1. The product is CCC1(C(=O)OC)CCCC1=O. Starting materials: N/C(=C(/C#N)\N)/C#N (diaminomaleonitrile), C(C)(=O)C#N (acetyl cyanide), C1(=CC=C(C=C1)S(=O)(=O)O)C (p-toluenesulfonic acid). The solvent is C(C)OCC (diethyl ether), CC(=O)C (acetone). Product: C(#N)C(C)=N/C(/C#N)=C(/C#N)\N (α-cyanoethylidenediaminomaleonitrile). The yield is 41.0%. Reaction SMILES: [NH2:1]/[C:2](/[C:7]#[N:8])=[C:3](\[NH2:6])/[C:4]#[N:5].[C:9]([C:12]#[N:13])(=O)[CH3:10].C1(C)C=CC(S(O)(=O)=O)=CC=1>C(OCC)C.CC(C)=O>[C:12]([C:9](=[N:6]/[C:3](=[C:2](\[NH2:1])/[C:7]#[N:8])/[C:4]#[N:5])[CH3:10])#[N:13]. Reported procedure: 10.8 g of diaminomaleonitrile and 10.0 g of acetyl cyanide were added successively to a solution of 1.9 g of p-toluenesulfonic acid in 100 ml of dry diethyl ether. The resulting yellow powder was collected by filtration and dried. The crude product thus obtained was dissolved in 600 ml of acetone and any insoluble insoluble solids were removed by filtration. 900 ml of water was added to the filtrate to obtain α-cyanoethylidenediaminomaleonitrile in 41% yield. The yield is 121.5%. RXN SMILES: [C:1]([O:5][C:6]([N:8]([CH2:34][C:35]1[CH:44]=[CH:43][C:38]2[O:39][CH2:40][CH2:41][O:42][C:37]=2[CH:36]=1)[CH:9]1[CH2:14][CH2:13][N:12]([CH2:15][CH2:16][N:17]2[C:26]3[CH:25]=[C:24]([O:27][CH3:28])[CH:23]=[C:22]([C:29]([O:31]C)=[O:30])[C:21]=3[CH:20]=[CH:19][C:18]2=[O:33])[CH2:11][CH2:10]1)=[O:7])([CH3:4])([CH3:3])[CH3:2].[OH-].[Na+].Cl>CO.O1CCCC1.O>[C:1]([O:5][C:6]([N:8]([CH2:34][C:35]1[CH:44]=[CH:43][C:38]2[O:39][CH2:40][CH2:41][O:42][C:37]=2[CH:36]=1)[CH:9]1[CH2:10][CH2:11][N:12]([CH2:15][CH2:16][N:17]2[C:26]3[CH:25]=[C:24]([O:27][CH3:28])[CH:23]=[C:22]([C:29]([OH:31])=[O:30])[C:21]=3[CH:20]=[CH:19][C:18]2=[O:33])[CH2:13][CH2:14]1)=[O:7])([CH3:4])([CH3:2])[CH3:3] |f:1.2|. The reactants are C(C)(C)(C)OC(=O)N(C1CCN(CC1)CCN1C(C=CC=2C(=CC(=CC12)OC)C(=O)OC)=O)CC1=CC2=C(OCCO2)C=C1 (methyl 1-(2-(4-((tert-butoxycarbonyl)(2,3-dihydro-1,4-benzodioxin-6-ylmethyl)amino)piperidin-1-yl)ethyl)-7-methoxy-2-oxo-1,2-dihydroquinoline-5-carboxylate), [OH-].[Na+] (sodium hydroxide), Cl (hydrochloric acid). Reaction conditions: time 1 hour. Reported procedure: 466 mg of methyl 1-(2-(4-((tert-butoxycarbonyl)(2,3-dihydro-1,4-benzodioxin-6-ylmethyl)amino)piperidin-1-yl)ethyl)-7-methoxy-2-oxo-1,2-dihydroquinoline-5-carboxylate was dissolved in a mixture of 7 mL of methanol, 5 mL of tetrahydrofuran and 3 mL of water. To this mixture, 0.77 mL of 5 mol/L sodium hydroxide was added and stirred at room temperature for 1 hour. To the reaction mixture, hydrochloric acid was added to make acidic, the resulting solid was filtered and dissolved in chloroform. The c... Product: C(C)(C)(C)OC(=O)N(C1CCN(CC1)CCN1C(C=CC=2C(=CC(=CC12)OC)C(=O)O)=O)CC1=CC2=C(OCCO2)C=C1 (1-(2-(4-((tert-butoxycarbonyl)(2,3-dihydro-1,4-benzodioxin-6-ylmethyl)amino)piperidin-1-yl)ethyl)-7-methoxy-2-oxo-1,2-dihydroquinoline-5-carboxylic acid). The solvent is CO (methanol), O1CCCC1 (tetrahydrofuran), O (water). The reactants are BrC=1N([C@H]2[C@H](O)[C@H](O)[C@@H](CO)O2)C=2N=CN=C(C2N1)N (8-bromoadenosine), NCCP([O-])([O-])=O (arninoethylphosphonate), [OH-].[Na+] (sodium hydroxide). Solvent: C(C)O.O (ethanol water). Reaction conditions: temperature 110 celsius. Yields the product P(=O)(O)(O)CCNC=1N([C@H]2[C@H](O)[C@H](O)[C@@H](CO)O2)C=2N=CN=C(C2N1)N (8-(2-phosphonoethylamino)-adenosine). As a reaction SMILES: Br[C:2]1[N:3]([C:13]2[N:14]=[CH:15][N:16]=[C:17]([NH2:20])[C:18]=2[N:19]=1)[C@@H:4]1[O:12][C@H:9]([CH2:10][OH:11])[C@@H:7]([OH:8])[C@H:5]1[OH:6].[NH2:21][CH2:22][CH2:23][P:24](=[O:27])([O-:26])[O-:25].[OH-].[Na+]>C(O)C.O>[P:24]([CH2:23][CH2:22][NH:21][C:2]1[N:3]([C:13]2[N:14]=[CH:15][N:16]=[C:17]([NH2:20])[C:18]=2[N:19]=1)[C@@H:4]1[O:12][C@H:9]([CH2:10][OH:11])[C@@H:7]([OH:8])[C@H:5]1[OH:6])([OH:27])([OH:26])=[O:25] |f:2.3,4.5|. Reported procedure: A mixture of 8-bromoadenosine (1 mmol), arninoethylphosphonate (2 mmol), and sodium hydroxide (2 mmol) in ethanol-water in a sealed tube was warmed at 110° C. under nitrogen. After 24 h the cooled reaction mixture was purified through preparative HPLC to give 8-(2-phosphonoethylamino)-adenosine (4.1). mp 175° C.; Anal. calcd. for C12H19N6O7P+0.5 H2O: C, 36.10; H, 5.05; N, 21.05; P, 7.76. Found: C, 36.08; H, 4.83; N, 20.36; P, 7.86. Reactants: COC1=CC=C(C=C1)C=1OC2=C(C1)C=CC=C2 (2-(p-methoxyphenyl)benzofuran), Cl.C(C)N(CCCOC1=CC=C(C(=O)Cl)C=C1)CC (4-(3-diethylaminopropoxy)benzoyl chloride hydrochloride). Yields the product C(C)N(CCCOC1=CC=C(C(=O)C2=C(OC3=C2C=CC=C3)C3=CC=C(C=C3)OC)C=C1)CC (3-[4-(3-Diethylaminopropoxy)benzoyl]-2-(4-methoxyphenyl)benzofuran). RXN SMILES: [CH3:1][O:2][C:3]1[CH:8]=[CH:7][C:6]([C:9]2[O:10][C:11]3[CH:17]=[CH:16][CH:15]=[CH:14][C:12]=3[CH:13]=2)=[CH:5][CH:4]=1.Cl.[CH2:19]([N:21]([CH2:35][CH3:36])[CH2:22][CH2:23][CH2:24][O:25][C:26]1[CH:34]=[CH:33][C:29]([C:30](Cl)=[O:31])=[CH:28][CH:27]=1)[CH3:20]>>[CH2:35]([N:21]([CH2:19][CH3:20])[CH2:22][CH2:23][CH2:24][O:25][C:26]1[CH:27]=[CH:28][C:29]([C:30]([C:13]2[C:12]3[CH:14]=[CH:15][CH:16]=[CH:17][C:11]=3[O:10][C:9]=2[C:6]2[CH:7]=[CH:8][C:3]([O:2][CH3:1])=[CH:4][CH:5]=2)=[O:31])=[CH:33][CH:34]=1)[CH3:36] |f:1.2|. Procedure: Acylation of 2-(p-methoxyphenyl)benzofuran with 4-(3-diethylaminopropoxy)benzoyl chloride hydrochloride by the procedure described in Example 6 gives the title compound. The product is CC(O)c1ccccc1-c1ccc(C(=O)N2Cc3ccc(C(=O)NCc4cccnc4)n3Cc3ccccc32)cc1. Reactants: CC(=O)c1ccccc1-c1ccc(C(=O)N2Cc3ccc(C(=O)NCc4cccnc4)n3Cc3ccccc32)cc1, CCOC(C)=O, CCCCCC. As a reaction SMILES: [C:1]([CH3:2])(=[O:3])[c:4]1[c:5](-[c:10]2[cH:11][cH:12][c:13]([C:16](=[O:17])[N:18]3[CH2:19][c:20]4[n:21]([c:29]([C:32](=[O:33])[NH:34][CH2:35][c:36]5[cH:37][n:38][cH:39][cH:40][cH:41]5)[cH:30][cH:31]4)[CH2:22][c:23]4[c:24]3[cH:25][cH:26][cH:27][cH:28]4)[cH:14][cH:15]2)[cH:6][cH:7][cH:8][cH:9]1.[C:48]([O:49][CH2:50][CH3:51])(=[O:52])[CH3:53].[CH3:42][CH2:43][CH2:44][CH2:45][CH2:46][CH3:47]>>[CH:1]([CH3:2])([OH:3])[c:4]1[c:5](-[c:10]2[cH:11][cH:12][c:13]([C:16](=[O:17])[N:18]3[CH2:19][c:20]4[n:21]([c:29]([C:32](=[O:33])[NH:34][CH2:35][c:36]5[cH:37][n:38][cH:39][cH:40][cH:41]5)[cH:30][cH:31]4)[CH2:22][c:23]4[c:24]3[cH:25][cH:26][cH:27][cH:28]4)[cH:14][cH:15]2)[cH:6][cH:7][cH:8][cH:9]1.